This data is from the Open Reaction Database (ORD), a public repository of structured organic reaction records. The task is: describe an organic reaction: reactants, conditions, products, and yield The reactants are N1=CN=C2N=CNC2=C1C(C)O (1-(purin-6-yl)ethanol), N1C=NC=C1 (imidazole), [Si](C)(C)(C(C)(C)C)Cl (tert-butyldimethylsilyl chloride). Run in CN(C=O)C (N,N-dimethylformamide). Conditions: time 15 hour. Yields the product O([Si](C)(C)C(C)(C)C)C(C)C1=C2NC=NC2=NC=N1 (6-[1-(tert-Butyldimethylsiloxy)ethyl]purine). Yield: 86.1%. RXN SMILES: [N:1]1[C:9]([CH:10]([OH:12])[CH3:11])=[C:8]2[C:4]([N:5]=[CH:6][NH:7]2)=[N:3][CH:2]=1.N1C=CN=C1.[Si:18](Cl)([C:21]([CH3:24])([CH3:23])[CH3:22])([CH3:20])[CH3:19]>CN(C)C=O>[O:12]([CH:10]([C:9]1[N:1]=[CH:2][N:3]=[C:4]2[C:8]=1[NH:7][CH:6]=[N:5]2)[CH3:11])[Si:18]([C:21]([CH3:24])([CH3:23])[CH3:22])([CH3:20])[CH3:19]. Procedure: To a solution of 0.543 g of 1-(purin-6-yl)ethanol in N,N-dimethylformamide (10 ml) were added 0.27 g of imidazole and 0.598 g of tert-butyldimethylsilyl chloride and the resulting mixture was stirred at room temperature for 15 hours. After distilling off the solvent under reduced pressure, the residue was purified by silica gel column chromatography (eluted with dichloromethane/methanol) to thereby give 0.793 g of the title compound as a white solid. RXN SMILES: [C:1]([O:4][CH:5]1[C:12]2[N:8]([C:9]([CH2:26][C:27]([O:29]C(C)(C)C)=[O:28])=[C:10]([C:19]3[CH:24]=[CH:23][C:22]([Cl:25])=[CH:21][CH:20]=3)[C:11]=2[C:13]2[CH:18]=[CH:17][CH:16]=[CH:15][CH:14]=2)[CH2:7][C:6]1([CH3:35])[CH3:34])(=O)C.[OH-].[K+].O.Cl>CO>[Cl:25][C:22]1[CH:21]=[CH:20][C:19]([C:10]2[C:11]([C:13]3[CH:18]=[CH:17][CH:16]=[CH:15][CH:14]=3)=[C:12]3[N:8]([CH2:7][C:6]([CH3:34])([CH3:35])[CH:5]3[O:4][CH3:1])[C:9]=2[CH2:26][C:27]([OH:29])=[O:28])=[CH:24][CH:23]=1 |f:1.2|. Product: ClC1=CC=C(C=C1)C1=C(N2CC(C(C2=C1C1=CC=CC=C1)OC)(C)C)CC(=O)O (2-[6-(4-chlorophenyl)-2,3-dihydro-1-methoxy-2,2-dimethyl -7-phenyl-1H-pyrrolizin-5-yl]acetic acid). Reported procedure: tert-Butyl 1-acetoxy-6-(4-chlorophenyl)-2,3-dihydro-2,2-dimethyl-7-phenyl-1H-pyrrolizin-5-ylacetate (example 9c, 1.00 g, 2.0 mmol) is dissolved in 10 ml of MeOH. 0.5 g of KOH is added and the mixture is heated under reflux until the intermediately formed precipitate has dissolved. It is then allowed to cool and is stirred into 600 ml of water. The cloudy solution is brought to pH 3 using conc. HCl. It is extracted three times using 100 ml of diethyl ether each time. The ether extracts are washed... Reactants: Cl (HCl), C(C)(=O)OC1C(CN2C(=C(C(=C12)C1=CC=CC=C1)C1=CC=C(C=C1)Cl)CC(=O)OC(C)(C)C)(C)C (tert-Butyl 1-acetoxy-6-(4-chlorophenyl)-2,3-dihydro-2,2-dimethyl-7-phenyl-1H-pyrrolizin-5-ylacetate), O (water), [OH-].[K+] (KOH). Solvent: CO (MeOH). The reactants are Cn1cc(-c2cc(Oc3ccc(NC(=O)Nc4cc(C(C)(C)C)nn4-c4ccc5c(c4)CCN(C(=O)OCc4ccccc4)C5)c(F)c3)ccn2)cn1, CO, CCOC(C)=O. Product: Cn1cc(-c2cc(Oc3ccc(NC(=O)Nc4cc(C(C)(C)C)nn4-c4ccc5c(c4)CCNC5)c(F)c3)ccn2)cn1. RXN SMILES: [C:1]([CH3:2])([CH3:3])([CH3:4])[c:5]1[n:6][n:7](-[c:34]2[cH:35][c:36]3[c:41]([cH:42][cH:43]2)[CH2:40][N:39]([C:44]([O:45][CH2:46][c:47]2[cH:48][cH:49][cH:50][cH:51][cH:52]2)=[O:53])[CH2:38][CH2:37]3)[c:8]([NH:10][C:11](=[O:12])[NH:13][c:14]2[c:15]([F:33])[cH:16][c:17]([O:20][c:21]3[cH:22][c:23](-[c:27]4[cH:28][n:29][n:30]([CH3:32])[cH:31]4)[n:24][cH:25][cH:26]3)[cH:18][cH:19]2)[cH:9]1.[CH3:54][OH:55].[CH3:56][CH2:57][O:58][C:59]([CH3:60])=[O:61]>>[C:1]([CH3:2])([CH3:3])([CH3:4])[c:5]1[n:6][n:7](-[c:34]2[cH:35][c:36]3[c:41]([cH:42][cH:43]2)[CH2:40][NH:39][CH2:38][CH2:37]3)[c:8]([NH:10][C:11](=[O:12])[NH:13][c:14]2[c:15]([F:33])[cH:16][c:17]([O:20][c:21]3[cH:22][c:23](-[c:27]4[cH:28][n:29][n:30]([CH3:32])[cH:31]4)[n:24][cH:25][cH:26]3)[cH:18][cH:19]2)[cH:9]1. The reactants are CNC (Dimethylamine), N(=[N+]=[N-])CC#CCN1[C@H]([C@H](CCC1)OCC1=CC(=CC=2C=COC21)C2=CN=NN2C)C2=CC=CC=C2 ((2S,3S]-1-(4-azidobut-2-yn-1-yl)-2-phenyl-3-[(5-(1-methyl-1H-[1,2,3]triazol-5-yl)benzofuran-7-yl)methyloxy]piperidine). Solvent: O1CCOCC1 (dioxan). Conditions: temperature 80 celsius. Product: C1(=CC=CC=C1)C1NCCCC1OCC1=CC(=CC=2C=COC21)C2=CN=NN2C (2-phenyl-3-[(5-(1-methyl-1H-[1,2,3]triazol-5-yl)benzofuran-7-yl)methyloxy]piperidine). Yield: 48.6%. Reaction SMILES: CNC.N(CC#CC[N:11]1[CH2:16][CH2:15][CH2:14][C@H:13]([O:17][CH2:18][C:19]2[C:27]3[O:26][CH:25]=[CH:24][C:23]=3[CH:22]=[C:21]([C:28]3[N:32]([CH3:33])[N:31]=[N:30][CH:29]=3)[CH:20]=2)[C@@H:12]1[C:34]1[CH:39]=[CH:38][CH:37]=[CH:36][CH:35]=1)=[N+]=[N-]>O1CCOCC1>[C:34]1([CH:12]2[CH:13]([O:17][CH2:18][C:19]3[C:27]4[O:26][CH:25]=[CH:24][C:23]=4[CH:22]=[C:21]([C:28]4[N:32]([CH3:33])[N:31]=[N:30][CH:29]=4)[CH:20]=3)[CH2:14][CH2:15][CH2:16][NH:11]2)[CH:39]=[CH:38][CH:37]=[CH:36][CH:35]=1. Reported procedure: Dimethylamine (approximately 10 ml) was condensed at -80° C. in a pressure tube and to this was added a solution of (2S,3S]-1-(4-azidobut-2-yn-1-yl)-2-phenyl-3-[(5-(1-methyl-1H-[1,2,3]triazol-5-yl)benzofuran-7-yl)methyloxy]piperidine (120 mg) in dioxan (5 ml). The tube was sealed and the solution was heated at 80° C. for 14 hours. The solvent was evaporated under reduced pressure to dryness and the residue was purified by MPLC [5% methanol in dichloromethane containing 0.25% ammonia (SG. 0.88)] ... Product: BrC1=CN=C2N1N=C(C=C2)N2C(COCC2)C2=CC(=CC=C2)F (4-(3-Bromoimidazo[1,2-b]pyridazin-6-yl)-3-(3-fluorophenyl)morpholine). Run at temperature 180 celsius. The solvent is CS(=O)C (DMSO). As a reaction SMILES: [F:1][C:2]1[CH:3]=[C:4]([CH:8]2[CH2:13][O:12][CH2:11][CH2:10][NH:9]2)[CH:5]=[CH:6][CH:7]=1.[Br:14][C:15]1[N:19]2[N:20]=[C:21](Cl)[CH:22]=[CH:23][C:18]2=[N:17][CH:16]=1.[F-].[K+]>CS(C)=O>[Br:14][C:15]1[N:19]2[N:20]=[C:21]([N:9]3[CH2:10][CH2:11][O:12][CH2:13][CH:8]3[C:4]3[CH:5]=[CH:6][CH:7]=[C:2]([F:1])[CH:3]=3)[CH:22]=[CH:23][C:18]2=[N:17][CH:16]=1 |f:2.3|. Reactants: FC=1C=C(C=CC1)C1NCCOC1 (3-(3-fluorophenyl)morpholine), BrC1=CN=C2N1N=C(C=C2)Cl (3-bromo-6-chloroimidazo[1,2-b]pyridazine), [F-].[K+] (potassium fluoride). Reported procedure: In step 2-5, a suspension of 3-(3-fluorophenyl)morpholine (1.59 g, 6.9 mmol), 3-bromo-6-chloroimidazo[1,2-b]pyridazine (12-1) (1.5 g, 8.29 mmol) and potassium fluoride (1.6 g, 27.6 mmol) in DMSO (6 mL) was heated at 180° C. for 18 hours while stirring. The resulting solution was cooled to room temperature and purified with HPLC to yield 4-(3-Bromoimidazo[1,2-b]pyridazin-6-yl)-3-(3-fluorophenyl)morpholine (2-5) as a yellow foam. Reactants: base, ClC1=CC2=C(OCOC3=C(N2CC(CN(C)C)C)C=CC=C3)C=C1 ((-)-2-Chloro-12-(3-dimethylamino-2-methylpropyl)-12H-dibenzo[d,g][1,3,6]dioxazocine), C([C@H](O)[C@@H](O)C(=O)O)(=O)O (L(+)-tartaric acid), Cl(=O)(=O)(=O)O (perchloric acid). Run in ClCCl (dichloromethane), ClCCl (dichloromethane). Product: C(=O)(O)[C@H](O)[C@@H](O)C(=O)O.ClC1=CC2=C(OCOC3=C(N2CC(CN(C)C)C)C=CC=C3)C=C1 ((+)-2-chloro-12-(3-dimethylamino-2-methylpropyl)-12H-dibenzo[d,g][1,3,6]dioxazocine L(+)-tartrate). The yield is 87.0%. RXN SMILES: [Cl:1][C:2]1[CH:24]=[CH:23][C:5]2[O:6][CH2:7][O:8][C:9]3[CH:22]=[CH:21][CH:20]=[CH:19][C:10]=3[N:11]([CH2:12][CH:13]([CH3:18])[CH2:14][N:15]([CH3:17])[CH3:16])[C:4]=2[CH:3]=1.Cl(O)(=O)(=O)=O.[C:30]([OH:39])(=[O:38])[C@@H:31]([C@H:33]([C:35]([OH:37])=[O:36])[OH:34])[OH:32]>ClCCl>[C:35]([C@@H:33]([C@H:31]([C:30]([OH:39])=[O:38])[OH:32])[OH:34])([OH:37])=[O:36].[Cl:1][C:2]1[CH:24]=[CH:23][C:5]2[O:6][CH2:7][O:8][C:9]3[CH:22]=[CH:21][CH:20]=[CH:19][C:10]=3[N:11]([CH2:12][CH:13]([CH3:18])[CH2:14][N:15]([CH3:17])[CH3:16])[C:4]=2[CH:3]=1 |f:4.5|. Procedure details: To the filtrate obtained in Example 1, section A and having a volume of 110 to 120 cm3, 100 cm3 of dichloromethane are added and the base is deliberated as described in Example 1. To the dichloromethane solution containing 19.0 g of base as determined by means of titration with perchloric acid, an equivalent quantity of L(+)-tartaric acid is added under stirring. The mixture is stirred for several hours, the (+)-base L(+)-tartrate precipitated is filtered and dried. 21.6 g (87.0%) of (+)-2-chlor... The reactants are ClB(Cl)Cl, Cc1ccccc1, N#Cc1ccccc1Cl, Cl, CN1CCC(Nc2ccccc2)CC1, O. Product: CN1CCC(Nc2ccccc2C(=O)c2ccccc2Cl)CC1. RXN SMILES: [B:1]([Cl:2])([Cl:3])[Cl:4].[CH3:30][c:31]1[cH:32][cH:33][cH:34][cH:35][cH:36]1.[Cl:19][c:20]1[c:21]([C:22]#[N:23])[cH:24][cH:25][cH:26][cH:27]1.[ClH:28].[NH:5]([c:6]1[cH:7][cH:8][cH:9][cH:10][cH:11]1)[CH:12]1[CH2:13][CH2:14][N:15]([CH3:18])[CH2:16][CH2:17]1.[OH2:29]>>[NH:5]([c:6]1[cH:7][cH:8][cH:9][cH:10][c:11]1[C:22]([c:21]1[c:20]([Cl:19])[cH:27][cH:26][cH:25][cH:24]1)=[O:29])[CH:12]1[CH2:13][CH2:14][N:15]([CH3:18])[CH2:16][CH2:17]1.